From a dataset of the Open Reaction Database (ORD), a public repository of structured organic reaction records. describe an organic reaction: reactants, conditions, products, and yield Reactants: O=C1OCC2=NC(=CC=C21)CCC=O (3-(5-Oxo-5,7-dihydro-furo[3,4-b]pyridin-2-yl)-propionaldehyde), OCCOCCN1CCNCC1 (1-[2-(2-hydroxyethoxy)ethyl]-piperazine). Yields the product OCCOCCN1CCN(CC1)CCCC1=CC=C2C(=N1)COC2=O (2-(3-{4-[2-(2-Hydroxy-ethoxy)-ethyl]-piperazin-1-yl}-propyl)-7H-furo[3,4-b]pyridin-5-one). Yield: 78.7%. As a reaction SMILES: [O:1]=[C:2]1[C:10]2[C:5](=[N:6][C:7]([CH2:11][CH2:12][CH:13]=O)=[CH:8][CH:9]=2)[CH2:4][O:3]1.[OH:15][CH2:16][CH2:17][O:18][CH2:19][CH2:20][N:21]1[CH2:26][CH2:25][NH:24][CH2:23][CH2:22]1>>[OH:15][CH2:16][CH2:17][O:18][CH2:19][CH2:20][N:21]1[CH2:26][CH2:25][N:24]([CH2:13][CH2:12][CH2:11][C:7]2[N:6]=[C:5]3[CH2:4][O:3][C:2](=[O:1])[C:10]3=[CH:9][CH:8]=2)[CH2:23][CH2:22]1. Procedure: In a process similar to that described in Preparation 8, 3-(5-Oxo-5,7-dihydro-furo[3,4-b]pyridin-2-yl)-propionaldehyde (76 mg, 0.4 mmol) and 1-[2-(2-hydroxyethoxy)ethyl]-piperazine (66 μL, 0.4 mmol) are reacted to provide the title compound as an oil (110 mg, 79%).